From a dataset of the Open Reaction Database (ORD), a public repository of structured organic reaction records. describe an organic reaction: reactants, conditions, products, and yield Starting materials: FC1=C(OC2=C3C(=NC=C2)C=C(S3)C=CCCN(C)C)C=CC(=C1)[N+](=O)[O-] (4-(7-(2-Fluoro-4-nitrophenoxy)thieno[3,2-b]pyridin-2-yl)-N,N-dimethylbut-3-en-1-amine), [NH4+].[Cl-] (NH4Cl), O (water). Reagents/catalysts: [Fe] (Fe). Solvent: CCO (EtOH). Reaction conditions: time 40 minute. Product: CN(CC\C=C/C1=CC2=NC=CC(=C2S1)OC1=C(C=C(N)C=C1)F)C ((Z)-4-(2-(4-(Dimethylamino)but-1-enyl)thieno[3,2-b]pyridin-7-yloxy)-3-fluoroaniline). The yield is 68.2%. Reaction SMILES: [F:1][C:2]1[CH:24]=[C:23]([N+:25]([O-])=O)[CH:22]=[CH:21][C:3]=1[O:4][C:5]1[CH:10]=[CH:9][N:8]=[C:7]2[CH:11]=[C:12]([CH:14]=[CH:15][CH2:16][CH2:17][N:18]([CH3:20])[CH3:19])[S:13][C:6]=12.[NH4+].[Cl-].O>CCO.[Fe]>[CH3:20][N:18]([CH3:19])[CH2:17][CH2:16]/[CH:15]=[CH:14]\[C:12]1[S:13][C:6]2[C:7](=[N:8][CH:9]=[CH:10][C:5]=2[O:4][C:3]2[CH:21]=[CH:22][C:23]([NH2:25])=[CH:24][C:2]=2[F:1])[CH:11]=1 |f:1.2|. Procedure details: To a mixture of 4-(7-(2-fluoro-4-nitrophenoxy)thieno[3,2-b]pyridin-2-yl)-N,N-dimethylbut-3-en-1-amine (234) (171 mg, 0.44 mmol) and NH4Cl (20 mg, 0.37 mmol) in EtOH (4.4 mL)/water (2.2 mL) at 100° C., Fe (209 mg, 3.75 mmol) was added in one portion and the mixture was heated to reflux with vigorous stirring for 40 min. The mixture was filtered through Celiteg, the Celite® washed with EtOH and the combined organic solutions concentrated under reduced pressure. The residue was dissolved in MeOH an... Starting materials: C(C)(=O)OC(C)=O (Acetic anhydride), BrC1=CC(=CC=2N=C(OC21)C2=CC(=C(C=C2)O)F)O (7-bromo-2-(3-fluoro-4-hydroxyphenyl)-1,3-benzoxazol-5-ol), O1CCOCC1 (1,4-dioxane). The reagents and catalysts are CN(C1=CC=NC=C1)C (N,N-dimethylpyridin-4-amine). Solvent: O (Water). Reaction conditions: time 20 hour. Product: C(C)(=O)OC1=C(C=C(C=C1)C=1OC2=C(N1)C=C(C=C2Br)OC(C)=O)F (4-[5-(Acetyloxy)-7-bromo-1,3-benzoxazol-2-yl]-2-fluorophenyl acetate). The yield is 56.0%. As a reaction SMILES: [C:1](OC(=O)C)(=[O:3])[CH3:2].[Br:8][C:9]1[C:17]2[O:16][C:15]([C:18]3[CH:23]=[CH:22][C:21]([OH:24])=[C:20]([F:25])[CH:19]=3)=[N:14][C:13]=2[CH:12]=[C:11]([OH:26])[CH:10]=1.[O:27]1CCO[CH2:29][CH2:28]1>CN(C)C1C=CN=CC=1.O>[C:1]([O:24][C:21]1[CH:22]=[CH:23][C:18]([C:15]2[O:16][C:17]3[C:9]([Br:8])=[CH:10][C:11]([O:26][C:28](=[O:27])[CH3:29])=[CH:12][C:13]=3[N:14]=2)=[CH:19][C:20]=1[F:25])(=[O:3])[CH3:2]. Reported procedure: Acetic anhydride (1.0 mL, 9.95 mmol) was added into a cold (0° C.) solution of 7-bromo-2-(3-fluoro-4-hydroxyphenyl)-1,3-benzoxazol-5-ol (1.24 g, 3.8 mmol), N,N-dimethylpyridin-4-amine (1.1 g, 9.18 mmol) and 1,4-dioxane (13 mL). The reaction mixture was allowed to warm up to room temperature and stirred for 20 h. Water (50 mL) was added to the reaction mixture extracted with EtOAc and dried over MgSO4. Evaporation and crystallization from EtOAc/hexane gave an off-white solid (0.87 g, 56% yield); ... Starting materials: CO, O=C([O-])C1(Cc2cccc(O)c2)CCCO1, O=S(=O)(O)O. The product is COC(=O)C1(Cc2cccc(O)c2)CCCO1. Reaction SMILES: [CH3:22][OH:23].[OH:1][c:2]1[cH:3][c:4]([CH2:5][C:6]2([C:11](=[O:12])[O-:13])[O:7][CH2:8][CH2:9][CH2:10]2)[cH:14][cH:15][cH:16]1.[S:17](=[O:18])(=[O:19])([OH:20])[OH:21]>>[OH:1][c:2]1[cH:3][c:4]([CH2:5][C:6]2([C:11](=[O:12])[O:13][CH3:22])[O:7][CH2:8][CH2:9][CH2:10]2)[cH:14][cH:15][cH:16]1. Starting materials: O (water), C([O-])([O-])=O.[K+].[K+] (Potassium carbonate), CC(CC)=O (2-Butanone), FC=1C=CC(=C(C1)C(C)=O)O (1-(5-fluoro-2-hydroxyphenyl)ethanone), BrCCBr (1,2-Dibromoethane). Conditions: time 8 hour. Product: BrCCOC1=C(C=C(C=C1)F)C(C)=O (1-(2-(2-bromoethoxy)-5-fluorophenyl)ethanone). The yield is 21.9%. As a reaction SMILES: [F:1][C:2]1[CH:3]=[CH:4][C:5]([OH:11])=[C:6]([C:8](=[O:10])[CH3:9])[CH:7]=1.C(=O)([O-])[O-].[K+].[K+].CC(=O)CC.O.[Br:24][CH2:25][CH2:26]Br>>[Br:24][CH2:25][CH2:26][O:11][C:5]1[CH:4]=[CH:3][C:2]([F:1])=[CH:7][C:6]=1[C:8](=[O:10])[CH3:9] |f:1.2.3|. Procedure: Dissolved 1-(5-fluoro-2-hydroxyphenyl)ethanone (10.0 g, 64.9 mmol) in 18 mL 1,2-Dibromoethane and added Potassium carbonate (18.8 g, 136 mmol) and 100 mL 2-Butanone. Heated the reaction mixture to reflux and allowed to stir overnight under nitrogen. Reaction was complete by LCMS. Diluted reaction mixture with water and extracted the product with ethyl acetate. Concentrated in vacuo and purified by flash chromatography (0 to 30% ethyl acetate/heptanes) to give 3.71 g (21.9% yield) of 1-(2-(2-brom...